This data is from the Open Reaction Database (ORD), a public repository of structured organic reaction records. The task is: describe an organic reaction: reactants, conditions, products, and yield The reactants are FC1=CC=C(C=C1)N1CC(CC1=O)COC1=CC=C(C(=O)O)C=C1 (4-[1-(4-fluoro-phenyl)-5-oxo-pyrrolidin-3-ylmethoxy]-benzoic acid), Cl (HCl), NC=1C(N(C(N(C1N)CCC)=O)CCC)=O (5,6-diamino-1,3-dipropyl-1H-pyrimidine-2,4-dione), CCN=C=NCCCN(C)C (EDCI). RXN SMILES: [F:1][C:2]1[CH:7]=[CH:6][C:5]([N:8]2[C:12](=[O:13])[CH2:11][CH:10]([CH2:14][O:15][C:16]3[CH:24]=[CH:23][C:19]([C:20](O)=[O:21])=[CH:18][CH:17]=3)[CH2:9]2)=[CH:4][CH:3]=1.Cl.[NH2:26][C:27]1[C:28](=[O:41])[N:29]([CH2:38][CH2:39][CH3:40])[C:30](=[O:37])[N:31]([CH2:34][CH2:35][CH3:36])[C:32]=1[NH2:33].CCN=C=NCCCN(C)C>CO>[NH2:33][C:32]1[N:31]([CH2:34][CH2:35][CH3:36])[C:30](=[O:37])[N:29]([CH2:38][CH2:39][CH3:40])[C:28](=[O:41])[C:27]=1[NH:26][C:20](=[O:21])[C:19]1[CH:23]=[CH:24][C:16]([O:15][CH2:14][CH:10]2[CH2:11][C:12](=[O:13])[N:8]([C:5]3[CH:4]=[CH:3][C:2]([F:1])=[CH:7][CH:6]=3)[CH2:9]2)=[CH:17][CH:18]=1. Run in CO (MeOH). Procedure: To a stirred solution of 4-[1-(4-fluoro-phenyl)-5-oxo-pyrrolidin-3-ylmethoxy]-benzoic acid obtained in step 2 (0.140 g, 0.426 mmol) and HCl salt of 5,6-diamino-1,3-dipropyl-1H-pyrimidine-2,4-dione (0.112 g, 0.426 mmol) in MeOH (5 mL) was added EDCI (0.0136 g, 0.593 mmol). After stirring at 20-25° C. for 16 hours, the reaction mixture was quenched with water (5 mL). The solid obtained was filtered and washed with water to provide the crude product which was purified by column chromatography to af... Product: NC1=C(C(N(C(N1CCC)=O)CCC)=O)NC(C1=CC=C(C=C1)OCC1CN(C(C1)=O)C1=CC=C(C=C1)F)=O (N-(6-amino-2,4-dioxo-1,3-dipropyl-1,2,3,4-tetrahydro-pyrimidin-5-yl)-4-[1-(4-fluorophenyl)-5-oxo-pyrrolidin-3-ylmethoxy]-benzamide). The yield is 89.5%. Reaction conditions: temperature 22.5 celsius, time 16 hour. Reactants: CC(=O)OC(C)=O, CCC(C)C(NC(=O)C1CCCCN1C)C(=O)N(C)C(CC(O)c1nc(C(=O)NC)cs1)C(C)C, c1ccncc1. Product: CCC(C)C(NC(=O)C1CCCCN1C)C(=O)N(C)C(CC(OC(C)=O)c1nc(C(=O)NC)cs1)C(C)C. Reaction SMILES: [CH3:36][C:37](=[O:38])[O:39][C:40](=[O:41])[CH3:42].[OH:1][CH:2]([CH2:3][CH:4]([CH:5]([CH3:6])[CH3:7])[N:8]([C:9](=[O:10])[CH:11]([CH:12]([CH2:13][CH3:14])[CH3:15])[NH:16][C:17](=[O:18])[CH:19]1[N:20]([CH3:25])[CH2:21][CH2:22][CH2:23][CH2:24]1)[CH3:26])[c:27]1[s:28][cH:29][c:30]([C:32]([NH:33][CH3:34])=[O:35])[n:31]1.[cH:43]1[cH:44][cH:45][n:46][cH:47][cH:48]1>>[O:1]([CH:2]([CH2:3][CH:4]([CH:5]([CH3:6])[CH3:7])[N:8]([C:9](=[O:10])[CH:11]([CH:12]([CH2:13][CH3:14])[CH3:15])[NH:16][C:17](=[O:18])[CH:19]1[N:20]([CH3:25])[CH2:21][CH2:22][CH2:23][CH2:24]1)[CH3:26])[c:27]1[s:28][cH:29][c:30]([C:32]([NH:33][CH3:34])=[O:35])[n:31]1)[C:37]([CH3:36])=[O:38]. Reactants: CCCCCCCCBr, CCCCCCCCC1CCc2cc(-c3ccc(O)cc3)nc(F)c2C1=O, [H-], [Na+], CN(C)C=O, O. Product: CCCCCCCCOc1ccc(-c2cc3c(c(F)n2)C(=O)C(CCCCCCCC)CC3)cc1. As a reaction SMILES: [CH2:30]([CH2:31][CH2:32][CH2:33][CH2:34][CH2:35][CH2:36][CH3:37])[Br:38].[F:1][c:2]1[n:3][c:4](-[c:21]2[cH:22][cH:23][c:24]([OH:27])[cH:25][cH:26]2)[cH:5][c:6]2[c:11]1[C:10](=[O:12])[CH:9]([CH2:13][CH2:14][CH2:15][CH2:16][CH2:17][CH2:18][CH2:19][CH3:20])[CH2:8][CH2:7]2.[H-:28].[Na+:29].[O:40]=[CH:41][N:42]([CH3:43])[CH3:44].[OH2:39]>>[F:1][c:2]1[n:3][c:4](-[c:21]2[cH:22][cH:23][c:24]([O:27][CH2:30][CH2:31][CH2:32][CH2:33][CH2:34][CH2:35][CH2:36][CH3:37])[cH:25][cH:26]2)[cH:5][c:6]2[c:11]1[C:10](=[O:12])[CH:9]([CH2:13][CH2:14][CH2:15][CH2:16][CH2:17][CH2:18][CH2:19][CH3:20])[CH2:8][CH2:7]2. Starting materials: CC(=O)NCCc1ccccn1, CC(=O)O, [Na+], [Na+], O, OO, O=S([O-])[O-]. The product is CC(=O)NCCc1cccc[n+]1[O-]. Reaction SMILES: [C:3]([CH3:4])(=[O:5])[NH:6][CH2:7][CH2:8][c:9]1[n:10][cH:11][cH:12][cH:13][cH:14]1.[CH3:22][C:23](=[O:24])[OH:25].[Na+:19].[Na+:20].[OH2:21].[OH:1][OH:2].[S:15](=[O:16])([O-:17])[O-:18]>>[C:3]([CH3:4])(=[O:5])[NH:6][CH2:7][CH2:8][c:9]1[n+:10]([O-:16])[cH:11][cH:12][cH:13][cH:14]1. The reactants are BrC1=CC(=C(C=C1)C(=O)N1[C@@H](CCC1)CN1CCCC1)F ((4-bromo-2-fluoro-phenyl)-(2-(S)-pyrrolidin-1-ylmethyl-pyrrolidin-1-yl)-methanone), COC1=NC=C(C=N1)B(O)O (2-Methoxy-5-pyrimidine boronic acid). Yields the product FC1=C(C=CC(=C1)C=1C=NC(=NC1)OC)C(=O)N1[C@@H](CCC1)CN1CCCC1 ([2-Fluoro-4-(2-methoxy-pyrimidin-5-yl)-phenyl]-(2-(S)-pyrrolidin-1-ylmethyl-pyrrolidin-1-yl)-methanone). Reaction SMILES: Br[C:2]1[CH:7]=[CH:6][C:5]([C:8]([N:10]2[CH2:14][CH2:13][CH2:12][C@H:11]2[CH2:15][N:16]2[CH2:20][CH2:19][CH2:18][CH2:17]2)=[O:9])=[C:4]([F:21])[CH:3]=1.[CH3:22][O:23][C:24]1[N:29]=[CH:28][C:27](B(O)O)=[CH:26][N:25]=1>>[F:21][C:4]1[CH:3]=[C:2]([C:27]2[CH:26]=[N:25][C:24]([O:23][CH3:22])=[N:29][CH:28]=2)[CH:7]=[CH:6][C:5]=1[C:8]([N:10]1[CH2:14][CH2:13][CH2:12][C@H:11]1[CH2:15][N:16]1[CH2:20][CH2:19][CH2:18][CH2:17]1)=[O:9]. Procedure: The title compound is prepared in a manner substantially analogous to Procedure SS starting from (4-bromo-2-fluoro-phenyl)-(2-(S)-pyrrolidin-1-ylmethyl-pyrrolidin-1-yl)-methanone and 2-Methoxy-5-pyrimidine boronic acid. MS (M+H) 385.2